From a dataset of the Open Reaction Database (ORD), a public repository of structured organic reaction records. describe an organic reaction: reactants, conditions, products, and yield Reactants: ClC(=O)N1CCN(CC1)C (1-chlorocarbonyl-4-methylpiperazine), CN(C)P(=O)(N(C)C)N(C)C (hexamethylphosphotriamide), ice water, [H-].[Na+] (Sodium hydride), COC1=CC=C2C=CC(=NC2=N1)N1C(C2=CC=CC=C2C1O)=O (2-(7-methoxy-1,8-naphthyridin-2-yl)-3-hydroxy-isoindolin-1-one). The solvent is CN(C=O)C (dimethylformamide), CN(C=O)C (dimethylformamide). Conditions: time 30 minute. Yields the product COC1=CC=C2C=CC(=NC2=N1)N1C(C2=CC=CC=C2C1OC(=O)N1CCN(CC1)C)=O (2-(7-Methoxy-1,8-naphthyridin-2-yl)-3-(4 -methylpiperazin-1-yl)carbonyloxy-isoindolin-1-one). The yield is 45.9%. As a reaction SMILES: [H-].[Na+].[CH3:3][O:4][C:5]1[N:14]=[C:13]2[C:8]([CH:9]=[CH:10][C:11]([N:15]3[CH:23]([OH:24])[C:22]4[C:17](=[CH:18][CH:19]=[CH:20][CH:21]=4)[C:16]3=[O:25])=[N:12]2)=[CH:7][CH:6]=1.Cl[C:27]([N:29]1[CH2:34][CH2:33][N:32]([CH3:35])[CH2:31][CH2:30]1)=[O:28].CN(P(N(C)C)(N(C)C)=O)C>CN(C)C=O>[CH3:3][O:4][C:5]1[N:14]=[C:13]2[C:8]([CH:9]=[CH:10][C:11]([N:15]3[CH:23]([O:24][C:27]([N:29]4[CH2:34][CH2:33][N:32]([CH3:35])[CH2:31][CH2:30]4)=[O:28])[C:22]4[C:17](=[CH:18][CH:19]=[CH:20][CH:21]=4)[C:16]3=[O:25])=[N:12]2)=[CH:7][CH:6]=1 |f:0.1|. Reported procedure: Sodium hydride (50% dispersion in mineral oil) (0.8 g.) is added to a suspension of 2-(7-methoxy-1,8-naphthyridin-2-yl)-3-hydroxy-isoindolin-1-one (4.63 g.) in anhydrous dimethylformamide (45 cc.), whilst keeping the temperature between 18°-20° C. The reaction mixture is stirred for a further 4 hours 30 minutes. A solution of 1-chlorocarbonyl-4-methylpiperazine (2.7 g.) in anhydrous dimethylformamide (25 cc.) is then added over the course of 15 minutes and at a temperature of 20° C. The suspensi... Starting materials: Cl (hydrogen chloride), ClC1=NN2C(C(=CC=C2)OC2=CC=C(C=C2)S(=O)(=O)C)=N1 (2-chloro-8-(4-methanesulfonyl-phenoxy)-[1,2,4]triazolo[1,5-a]pyridine), N1(CCCC1)CCN1N=CC(=C1)N (1-(2-pyrrolidin-1-yl-ethyl)-1H-pyrazol-4-ylamine). The solvent is O1CCOCC1 (dioxane). The product is CS(=O)(=O)C1=CC=C(OC=2C=3N(C=CC2)N=C(N3)NC=3C=NN(C3)CCN3CCCC3)C=C1 ([8-(4-Methanesulfonyl-phenoxy)-[1,2,4]triazolo[1,5-a]pyridin-2-yl]-(1-(2-pyrrolidin-1-yl-ethyl)-1H-pyrazol-4-yl]-amine), Cl.CS(=O)(=O)C1=CC=C(C=C1)C=1C=2N(C=CC1)N=C(N2)NC=2C=NN(C2)CCN2CCCC2 ([8-(4-Methanesulfonyl-phenyl)-[1,2,4]triazolo[1,5-a]pyridin-2-yl]-(1-(2-pyrrolidin-1-yl-ethyl)-1H-pyrazol-4-yl]-amine hydrochloric acid salt), solid. Yield: 56.0%. As a reaction SMILES: [Cl:1][C:2]1[N:21]=[C:5]2[C:6]([O:10][C:11]3[CH:16]=[CH:15][C:14]([S:17]([CH3:20])(=[O:19])=[O:18])=[CH:13][CH:12]=3)=[CH:7][CH:8]=[CH:9][N:4]2[N:3]=1.[N:22]1([CH2:27][CH2:28][N:29]2[CH:33]=[C:32]([NH2:34])[CH:31]=[N:30]2)[CH2:26][CH2:25][CH2:24][CH2:23]1.Cl>O1CCOCC1>[CH3:20][S:17]([C:14]1[CH:15]=[CH:16][C:11]([O:10][C:6]2[C:5]3[N:4]([N:3]=[C:2]([NH:34][C:32]4[CH:31]=[N:30][N:29]([CH2:28][CH2:27][N:22]5[CH2:26][CH2:25][CH2:24][CH2:23]5)[CH:33]=4)[N:21]=3)[CH:9]=[CH:8][CH:7]=2)=[CH:12][CH:13]=1)(=[O:19])=[O:18].[ClH:1].[CH3:20][S:17]([C:14]1[CH:15]=[CH:16][C:11]([C:6]2[C:5]3[N:4]([N:3]=[C:2]([NH:34][C:32]4[CH:31]=[N:30][N:29]([CH2:28][CH2:27][N:22]5[CH2:26][CH2:25][CH2:24][CH2:23]5)[CH:33]=4)[N:21]=3)[CH:9]=[CH:8][CH:7]=2)=[CH:12][CH:13]=1)(=[O:19])=[O:18] |f:5.6|. Reported procedure: [8-(4-Methanesulfonyl-phenoxy)-[1,2,4]triazolo[1,5-a]pyridin-2-yl]-(1-(2-pyrrolidin-1-yl-ethyl)-1H-pyrazol-4-yl]-amine was synthesized from 2-chloro-8-(4-methanesulfonyl-phenoxy)-[1,2,4]triazolo[1,5-a]pyridine (0.100 g, 0.309 mmol) and 1-(2-pyrrolidin-1-yl-ethyl)-1H-pyrazol-4-ylamine (0.072 g, 0.402 mmol) in a manner analogous to Example 2d. The isolated pure product was treated with 2N hydrogen chloride in dioxane. [8-(4-Methanesulfonyl-phenyl)-[1,2,4]triazolo[1,5-a]pyridin-2-yl]-(1-(2-pyrrolid...